Dataset: the Open Reaction Database (ORD), a public repository of structured organic reaction records. Task: describe an organic reaction: reactants, conditions, products, and yield Starting materials: COc1ccc(COc2cccc(OC)c2-c2cc(Nc3cnc(Br)cn3)n[nH]2)cc1, CO. The product is COc1cccc(O)c1-c1cc(Nc2cnc(Br)cn2)n[nH]1. As a reaction SMILES: [Br:1][c:2]1[n:3][cH:4][c:5]([NH:8][c:9]2[n:10][nH:11][c:12](-[c:14]3[c:15]([O:30][CH3:31])[cH:16][cH:17][cH:18][c:19]3[O:20][CH2:21][c:22]3[cH:23][cH:24][c:25]([O:26][CH3:27])[cH:28][cH:29]3)[cH:13]2)[n:6][cH:7]1.[CH3:32][OH:33]>>[Br:1][c:2]1[n:3][cH:4][c:5]([NH:8][c:9]2[n:10][nH:11][c:12](-[c:14]3[c:15]([O:30][CH3:31])[cH:16][cH:17][cH:18][c:19]3[OH:20])[cH:13]2)[n:6][cH:7]1. The reactants are C(=O)(O)CC1=CC=C(C=C1)C(C(=O)OC(C)(C)C)C (1,1-dimethylethyl 4-(carboxymethyl)phenylpropanoate), C([O-])([O-])=O.[K+].[K+] (potassium carbonate), C(C1=CC=CC=C1)Br (benzyl bromide). Solvent: CN(C)C=O (DMF). Reaction conditions: time 24 hour. The product is C(C1=CC=CC=C1)OC(CC1=CC=C(C=C1)CCC(=O)OC(C)(C)C)=O (1,1-dimethylethyl 3-[4-(2-benzyloxy-2-oxo-ethyl)phenyl]propanoate). Isolated yield 184.0%. Reaction SMILES: [C:1]([CH2:4][C:5]1[CH:10]=[CH:9][C:8]([CH:11](C)[C:12]([O:14][C:15]([CH3:18])(C)C)=[O:13])=[CH:7][CH:6]=1)(O)=O.[C:20](=[O:23])([O-])[O-:21].[K+].[K+].C(Br)[C:27]1[CH:32]=[CH:31][CH:30]=[CH:29]C=1>CN(C=O)C>[CH2:15]([O:14][C:12](=[O:13])[CH2:11][C:8]1[CH:7]=[CH:6][C:5]([CH2:4][CH2:1][C:20]([O:21][C:5]([CH3:10])([CH3:6])[CH3:4])=[O:23])=[CH:10][CH:9]=1)[C:18]1[CH:29]=[CH:30][CH:31]=[CH:32][CH:27]=1 |f:1.2.3|. Procedure: To a stirred suspension of 1,1-dimethylethyl 4-(carboxymethyl)phenylpropanoate (5.3 g. 20.0 mmol) and potassium carbonate (2.8 g. 20.0 mmol) in DMF (30 mL) was added benzyl bromide (3.42 g. 20 mmol). After stirring for 24 h. the solvent was removed in vacuo and the residue was extracted with hexanes (100 mL). Filtration and removal of the solvent under reduced pressure gave 1,1-dimethylethyl 3-[4-(2-benzyloxy-2-oxo-ethyl)phenyl]propanoate (6.5 g. 18.4 mmol) as a colorless liquid in 92% yield. Reactants: ClC=1C=C(C2=C(N1)N(N=C2)C(C)C)C(=O)NCC=2C(NC(=CC2C)C)=O (6-chloro-N-[(4,6-dimethyl-2-oxo-1,2-dihydro-3-pyridinyl)methyl]-1-(1-methylethyl)-1H-pyrazolo[3,4-b]pyridine-4-carboxamide), CN1CCN(CC1)C1=NC=C(C=C1)B1OC(C(O1)(C)C)(C)C (1-methyl-4-[5-(4,4,5,5-tetramethyl-1,3,2-dioxaborolan-2-yl)-2-pyridinyl]piperazine), C([O-])([O-])=O.[Na+].[Na+] (sodium carbonate). The reagents and catalysts are Cl[Pd]([P](C1=CC=CC=C1)(C2=CC=CC=C2)C3=CC=CC=C3)([P](C4=CC=CC=C4)(C5=CC=CC=C5)C6=CC=CC=C6)Cl (bis(triphenylphosphine)palladium(II) chloride). The solvent is CS(=O)C (DMSO). Yields the product CC1=C(C(NC(=C1)C)=O)CNC(=O)C=1C2=C(N=C(C1)C=1C=NC(=CC1)N1CCN(CC1)C)N(N=C2)C(C)C (N-[(4,6-Dimethyl-2-oxo-1,2-dihydro-3-pyridinyl)methyl]-1-(1-methylethyl)-6-[6-(4-methyl-1-piperazinyl)-3-pyridinyl]-1H-pyrazolo[3,4-b]pyridine-4-carboxamide). Reaction SMILES: Cl[C:2]1[CH:3]=[C:4]([C:14]([NH:16][CH2:17][C:18]2[C:19](=[O:26])[NH:20][C:21]([CH3:25])=[CH:22][C:23]=2[CH3:24])=[O:15])[C:5]2[CH:10]=[N:9][N:8]([CH:11]([CH3:13])[CH3:12])[C:6]=2[N:7]=1.[CH3:27][N:28]1[CH2:33][CH2:32][N:31]([C:34]2[CH:39]=[CH:38][C:37](B3OC(C)(C)C(C)(C)O3)=[CH:36][N:35]=2)[CH2:30][CH2:29]1.C(=O)([O-])[O-].[Na+].[Na+]>Cl[Pd](Cl)([P](C1C=CC=CC=1)(C1C=CC=CC=1)C1C=CC=CC=1)[P](C1C=CC=CC=1)(C1C=CC=CC=1)C1C=CC=CC=1.CS(C)=O>[CH3:24][C:23]1[CH:22]=[C:21]([CH3:25])[NH:20][C:19](=[O:26])[C:18]=1[CH2:17][NH:16][C:14]([C:4]1[C:5]2[CH:10]=[N:9][N:8]([CH:11]([CH3:13])[CH3:12])[C:6]=2[N:7]=[C:2]([C:37]2[CH:36]=[N:35][C:34]([N:31]3[CH2:30][CH2:29][N:28]([CH3:27])[CH2:33][CH2:32]3)=[CH:39][CH:38]=2)[CH:3]=1)=[O:15] |f:2.3.4,^1:57,76|. Procedure details: The title compound was prepared in the same manner as described in example 74 using 6-chloro-N-[(4,6-dimethyl-2-oxo-1,2-dihydro-3-pyridinyl)methyl]-1-(1-methylethyl)-1H-pyrazolo[3,4-b]pyridine-4-carboxamide (70 mg, 0.187 mmol), 1-methyl-4-[5-(4,4,5,5-tetramethyl-1,3,2-dioxaborolan-2-yl)-2-pyridinyl]piperazine (73.8 mg, 0.243 mmol), DMSO (2 mL), sodium carbonate (0.281 mL, 0.562 mmol), and bis(triphenylphosphine)palladium(II) chloride (10.51 mg, 0.015 mmol). The final product was collected as 12 ...